Task: describe an organic reaction: reactants, conditions, products, and yield. Dataset: the Open Reaction Database (ORD), a public repository of structured organic reaction records Reactants: Cc1ccccc1Nc1cc(-c2ccc(NS(C)(=O)=O)cc2)ccc1C(=O)OC(C)(C)C, O=C(O)C(F)(F)F. Product: Cc1ccccc1Nc1cc(-c2ccc(NS(C)(=O)=O)cc2)ccc1C(=O)O. Reaction SMILES: [CH3:8][S:9](=[O:10])(=[O:11])[NH:12][c:13]1[cH:14][cH:15][c:16](-[c:19]2[cH:20][c:21]([NH:32][c:33]3[c:34]([CH3:39])[cH:35][cH:36][cH:37][cH:38]3)[c:22]([C:23](=[O:24])[O:25][C:26]([CH3:27])([CH3:28])[CH3:29])[cH:30][cH:31]2)[cH:17][cH:18]1.[OH:1][C:2]([C:3]([F:4])([F:5])[F:6])=[O:7]>>[CH3:8][S:9](=[O:10])(=[O:11])[NH:12][c:13]1[cH:14][cH:15][c:16](-[c:19]2[cH:20][c:21]([NH:32][c:33]3[c:34]([CH3:39])[cH:35][cH:36][cH:37][cH:38]3)[c:22]([C:23](=[O:24])[OH:25])[cH:30][cH:31]2)[cH:17][cH:18]1. The reactants are C1(=C(C=CC=C1)CC(=O)N1CC(CC1)NC1=NC2=CC=CC=C2C(=N1)N1CC(CCC1)NC(OCC1=CC=CC=C1)=O)C1=CC=CC=C1 (Benzyl (1-(2-(1-(2-biphenyl-2-ylacetyl)pyrrolidin-3-ylamino)quinazolin-4-yl)piperidin-3-yl)carbamate), Cl (HCl). Solvent: CO (methanol), C(C)(=O)OCC (ethyl acetate), [Pd] (Pd—C). Reaction conditions: time 3 day. Product: NC1CN(CCC1)C1=NC(=NC2=CC=CC=C12)NC1CN(CC1)C(CC1=C(C=CC=C1)C1=CC=CC=C1)=O (1-(3-(4-(3-aminopiperidin-1-yl)quinazolin-2-ylamino)pyrrolidin-1-yl)-2-biphenyl-2-ylethanone). Reaction SMILES: [C:1]1([C:43]2[CH:48]=[CH:47][CH:46]=[CH:45][CH:44]=2)[CH:6]=[CH:5][CH:4]=[CH:3][C:2]=1[CH2:7][C:8]([N:10]1[CH2:14][CH2:13][CH:12]([NH:15][C:16]2[N:25]=[C:24]([N:26]3[CH2:31][CH2:30][CH2:29][CH:28]([NH:32]C(=O)OCC4C=CC=CC=4)[CH2:27]3)[C:23]3[C:18](=[CH:19][CH:20]=[CH:21][CH:22]=3)[N:17]=2)[CH2:11]1)=[O:9].Cl>CO.C(OCC)(=O)C.[Pd]>[NH2:32][CH:28]1[CH2:29][CH2:30][CH2:31][N:26]([C:24]2[C:23]3[C:18](=[CH:19][CH:20]=[CH:21][CH:22]=3)[N:17]=[C:16]([NH:15][CH:12]3[CH2:13][CH2:14][N:10]([C:8](=[O:9])[CH2:7][C:2]4[CH:3]=[CH:4][CH:5]=[CH:6][C:1]=4[C:43]4[CH:48]=[CH:47][CH:46]=[CH:45][CH:44]=4)[CH2:11]3)[N:25]=2)[CH2:27]1. Reported procedure: Benzyl (1-(2-(1-(2-biphenyl-2-ylacetyl)pyrrolidin-3-ylamino)quinazolin-4-yl)piperidin-3-yl)carbamate (570 mg) synthesized in the same manner as the method described in Example 1 was dissolved in methanol (6 mL), followed by addition of a solution (0.25 mL) of 4 M HCl in ethyl acetate and 10% Pd—C (100 mg), and the mixture was stirred at room temperature under hydrogen atmosphere for 3 days. The catalyst was removed by filtration, then the filtrate was concentrated, made basic with saturated aque... Yields the product NC1=NNC=2N(C(N(C(C21)=O)CC)=O)CC (3-Amino-5,7-diethylpyrazolo[3,4-d]pyrimidine-4,6(5H,7H)-dione). Procedure: A mixture of 6-chloro-5-cyano-1,3-diethylpyrimidine-2,4(1H, 3H)-dione(5 g) and hydrazine monohydrate (2.2 ml) in methanol (220 ml) was stirred for 10 minutes at room temperature. The reaction mixture was concentrated to dryness under reduced pressure, and the concentrate was crystallized from aqueous methanol to obtain colorless needles(4.3 g), m.p. 246°-248° C. Run in CO (methanol). Reaction SMILES: Cl[C:2]1[N:7]([CH2:8][CH3:9])[C:6](=[O:10])[N:5]([CH2:11][CH3:12])[C:4](=O)[C:3]=1[C:14]#[N:15].[OH2:16].[NH2:17][NH2:18]>CO>[NH2:15][C:14]1[C:3]2[C:2](=[O:16])[N:7]([CH2:8][CH3:9])[C:6](=[O:10])[N:5]([CH2:11][CH3:12])[C:4]=2[NH:18][N:17]=1 |f:1.2|. Starting materials: ClC1=C(C(N(C(N1CC)=O)CC)=O)C#N (6-chloro-5-cyano-1,3-diethylpyrimidine-2,4(1H, 3H)-dione), O.NN (hydrazine monohydrate). Reaction conditions: time 10 minute. Starting materials: N1N=CC2=C(C=CC=C12)B(O)O (1H-indazol-4-ylboronic acid), C(C(C)(C)C)(=O)OCCl (chloromethyl pivalate), C(=O)([O-])[O-].[K+].[K+] (K2CO3). Run in CN(C)C=O (DMF). Reaction conditions: temperature 30 celsius. The product is C(C(C)(C)C)(=O)OCN1N=CC2=C(C=CC=C12)B(O)O (1-(Pivaloyloxymethyl)-1H-indazol-4-ylboronic acid). As a reaction SMILES: [NH:1]1[C:9]2[C:4](=[C:5]([B:10]([OH:12])[OH:11])[CH:6]=[CH:7][CH:8]=2)[CH:3]=[N:2]1.[C:13]([O:19][CH2:20]Cl)(=[O:18])[C:14]([CH3:17])([CH3:16])[CH3:15].C([O-])([O-])=O.[K+].[K+]>CN(C=O)C>[C:13]([O:19][CH2:20][N:1]1[C:9]2[C:4](=[C:5]([B:10]([OH:12])[OH:11])[CH:6]=[CH:7][CH:8]=2)[CH:3]=[N:2]1)(=[O:18])[C:14]([CH3:17])([CH3:16])[CH3:15] |f:2.3.4|. Reported procedure: A mixture of 1H-indazol-4-ylboronic acid (0.2 g, 1.227 mmol), chloromethyl pivalate (554 mg, 3.68 mmol) and K2CO3 (509 mg, 3.68 mmol) in dry DMF (10 mL) was heated to 30° C. for 16 hours. Reaction was quenched with water and product extracted with ethyl acetate (150 mL), then washed with water (3×20 mL) and brine (2×20 mL), then dried over Na2SO4, filtered and concentrated. The product (114 mg, crude) was obtained and used into next step without further purification. LCMS: (M+Na)+=299. Starting materials: CC(C)(C)[Si](C)(C)OCC1CO1, [Li]CCCC, CCOC(C)=O, C[S+](C)C, [Cl-], [I-], [NH4+], C1CCOC1. Yields the product C=CC(O)CO[Si](C)(C)C(C)(C)C. RXN SMILES: [CH2:11]([CH:12]1[CH2:13][O:14]1)[O:15][Si:16]([CH3:17])([CH3:18])[C:19]([CH3:20])([CH3:21])[CH3:22].[CH2:1]([Li:2])[CH2:3][CH2:4][CH3:5].[CH3:30][CH2:31][O:32][C:33](=[O:34])[CH3:35].[CH3:7][S+:8]([CH3:9])[CH3:10].[Cl-:23].[I-:6].[NH4+:24].[O:25]1[CH2:26][CH2:27][CH2:28][CH2:29]1>>[CH2:1]=[CH:13][CH:12]([CH2:11][O:15][Si:16]([CH3:17])([CH3:18])[C:19]([CH3:20])([CH3:21])[CH3:22])[OH:14]. Starting materials: O=S(=O)(Cl)c1cc(F)ccc1F, COc1ccc(Cn2cc(-c3ccnc(N)n3)c(-c3cccc(N)c3)n2)cc1, c1ccncc1. Product: COc1ccc(Cn2cc(-c3ccnc(N)n3)c(-c3cccc(NS(=O)(=O)c4cc(F)ccc4F)c3)n2)cc1. As a reaction SMILES: [F:29][c:30]1[c:31]([S:37](=[O:38])(=[O:39])[Cl:40])[cH:32][c:33]([F:36])[cH:34][cH:35]1.[NH2:1][c:2]1[cH:3][c:4](-[c:8]2[n:9][n:10]([CH2:20][c:21]3[cH:22][cH:23][c:24]([O:27][CH3:28])[cH:25][cH:26]3)[cH:11][c:12]2-[c:13]2[n:14][c:15]([NH2:19])[n:16][cH:17][cH:18]2)[cH:5][cH:6][cH:7]1.[cH:41]1[cH:42][cH:43][n:44][cH:45][cH:46]1>>[NH:1]([c:2]1[cH:3][c:4](-[c:8]2[n:9][n:10]([CH2:20][c:21]3[cH:22][cH:23][c:24]([O:27][CH3:28])[cH:25][cH:26]3)[cH:11][c:12]2-[c:13]2[n:14][c:15]([NH2:19])[n:16][cH:17][cH:18]2)[cH:5][cH:6][cH:7]1)[S:37]([c:31]1[c:30]([F:29])[cH:35][cH:34][c:33]([F:36])[cH:32]1)(=[O:38])=[O:39].